describe an organic reaction: reactants, conditions, products, and yield From a dataset of the Open Reaction Database (ORD), a public repository of structured organic reaction records. Reactants: CC(=O)SCC(N)=O, CCCCCC, O=S(=O)(O)O, O=C(Cl)Cc1ccccc1. Yields the product CC(=O)SCC(=O)NC(=O)Cc1ccccc1. Reaction SMILES: [C:1]([CH3:2])(=[O:3])[S:4][CH2:5][C:6](=[O:7])[NH2:8].[CH3:24][CH2:25][CH2:26][CH2:27][CH2:28][CH3:29].[S:19](=[O:20])(=[O:21])([OH:22])[OH:23].[c:9]1([CH2:15][C:16](=[O:17])[Cl:18])[cH:10][cH:11][cH:12][cH:13][cH:14]1>>[C:1]([CH3:2])(=[O:3])[S:4][CH2:5][C:6](=[O:7])[NH:8][C:16]([CH2:15][c:9]1[cH:10][cH:11][cH:12][cH:13][cH:14]1)=[O:17]. The reactants are CN1C(=CC(=C1)C)CC(=O)OCC (ethyl 1,4-dimethylpyrrole-2-acetate), N1C(=CC=C1)CC(=O)O (pyrrole-2-acetic acid), Cl (HCl). Run in [OH-].[Na+] (sodium hydroxide). Product: CN1C(=CC(=C1)C)CC(=O)O (1,4-dimethylpyrrole-2-acetic acid). Yield: 89.0%. As a reaction SMILES: [CH3:1][N:2]1[CH:6]=[C:5]([CH3:7])[CH:4]=[C:3]1[CH2:8][C:9]([O:11]CC)=[O:10].Cl.N1C=CC=C1CC(O)=O>[OH-].[Na+]>[CH3:1][N:2]1[CH:6]=[C:5]([CH3:7])[CH:4]=[C:3]1[CH2:8][C:9]([OH:11])=[O:10] |f:3.4|. Procedure details: A reference sample of 1,4-dimethylpyrrole-2-acetic acid was prepared as follows: A 9.05 g sample of ethyl 1,4-dimethylpyrrole-2-acetate [J. R. Carson and S. Wong, J. Med. Chem., 16, 172 (1973)] was heated under reflux with 30 ml of 10% sodium hydroxide solution for one hour. The solution was acidified with dilute HCl and extracted with ether. The ether was washed with brine and dried (MgSO4). The solvent was evaporated in vacuo and the residue was triturated with hexane and collected by filtrati... Reactants: CCOC(=O)c1cn(Cc2ccc(OC)cc2)nn1, CO, [Li+], [OH-], O, O. Yields the product COc1ccc(Cn2cc(C(=O)O)nn2)cc1. RXN SMILES: [CH3:1][O:2][c:3]1[cH:4][cH:5][c:6]([CH2:7][n:8]2[n:9][n:10][c:11]([C:13](=[O:14])[O:15][CH2:16][CH3:17])[cH:12]2)[cH:18][cH:19]1.[CH3:23][OH:24].[Li+:21].[OH-:20].[OH2:22].[OH2:25]>>[CH3:1][O:2][c:3]1[cH:4][cH:5][c:6]([CH2:7][n:8]2[n:9][n:10][c:11]([C:13](=[O:14])[OH:15])[cH:12]2)[cH:18][cH:19]1. The reactants are CC(=O)OC1CC(CO)N(C(=O)OC(C)(C)C)C1, C1CCOC1, COC(=O)c1ccc(O)cc1, CC(C)OC(=O)N=NC(=O)OC(C)C, c1ccc(P(c2ccccc2)c2ccccc2)cc1. The product is COC(=O)c1ccc(OCC2CC(OC(C)=O)CN2C(=O)OC(C)(C)C)cc1. As a reaction SMILES: [C:1]([CH3:2])(=[O:3])[O:4][CH:5]1[CH2:6][CH:7]([CH2:17][OH:18])[N:8]([C:10](=[O:11])[O:12][C:13]([CH3:14])([CH3:15])[CH3:16])[CH2:9]1.[CH2:63]1[O:64][CH2:65][CH2:66][CH2:67]1.[CH3:19][O:20][C:21]([c:22]1[cH:23][cH:24][c:25]([OH:28])[cH:26][cH:27]1)=[O:29].[O:49]=[C:50]([O:51][CH:52]([CH3:53])[CH3:54])[N:55]=[N:56][C:57]([O:58][CH:59]([CH3:60])[CH3:61])=[O:62].[c:30]1([P:31]([c:32]2[cH:33][cH:34][cH:35][cH:36][cH:37]2)[c:38]2[cH:39][cH:40][cH:41][cH:42][cH:43]2)[cH:44][cH:45][cH:46][cH:47][cH:48]1>>[C:1]([CH3:2])(=[O:3])[O:4][CH:5]1[CH2:6][CH:7]([CH2:17][O:18][c:25]2[cH:24][cH:23][c:22]([C:21]([O:20][CH3:19])=[O:29])[cH:27][cH:26]2)[N:8]([C:10](=[O:11])[O:12][C:13]([CH3:14])([CH3:15])[CH3:16])[CH2:9]1. The reactants are C(=O)(O)C12CCC(CC1)(CC2)NCC(=O)N2[C@@H](C[C@@H](C2)F)C#N ((2S,4S)-1-[[N-(4-carboxybicyclo[2.2.2]oct-1-yl)amino]acetyl]-4-fluoropyrrolidine-2-carbonitrile), FC(S(=O)(=O)C1=CC=C(N)C=C1)(F)F (4-trifluoromethylsulfonylaniline). Product: F[C@H]1C[C@H](N(C1)C(CNC12CCC(CC1)(CC2)C(=O)NC2=CC=C(C=C2)S(=O)(=O)C(F)(F)F)=O)C#N ((2S,4S)-4-fluoro-1-[[N-[4-[N-(4-trifluoromethylsulfonylphenyl)amino]carbonylbicyclo[2.2.2]oct-1-yl]amino]acetyl]pyrrolidine-2-carbonitrile). Isolated yield 13.2%. Reaction SMILES: [C:1]([C:4]12[CH2:11][CH2:10][C:7]([NH:12][CH2:13][C:14]([N:16]3[CH2:20][C@@H:19]([F:21])[CH2:18][C@H:17]3[C:22]#[N:23])=[O:15])([CH2:8][CH2:9]1)[CH2:6][CH2:5]2)(O)=[O:2].[F:24][C:25]([F:37])([F:36])[S:26]([C:29]1[CH:35]=[CH:34][C:32]([NH2:33])=[CH:31][CH:30]=1)(=[O:28])=[O:27]>>[F:21][C@@H:19]1[CH2:20][N:16]([C:14](=[O:15])[CH2:13][NH:12][C:7]23[CH2:10][CH2:11][C:4]([C:1]([NH:33][C:32]4[CH:34]=[CH:35][C:29]([S:26]([C:25]([F:37])([F:24])[F:36])(=[O:28])=[O:27])=[CH:30][CH:31]=4)=[O:2])([CH2:5][CH2:6]2)[CH2:9][CH2:8]3)[C@H:17]([C:22]#[N:23])[CH2:18]1. Procedure details: In a similar manner to Example 63, (2S,4S)-1-[[N-(4-carboxybicyclo[2.2.2]oct-1-yl)amino]acetyl]-4-fluoropyrrolidine-2-carbonitrile (50.0 mg) and 4-trifluoromethylsulfonylaniline (77.0 mg) were used to obtain (2S,4S)-4-fluoro-1-[[N-[4-[N-(4-trifluoromethylsulfonylphenyl)amino]carbonylbicyclo[2.2.2]oct-1-yl]amino]acetyl]pyrrolidine-2-carbonitrile (10.8 mg). Reactants: B, C1CCOC1, N#Cc1cccc(-n2nc(C(F)(F)F)cc2-c2ccco2)n1. Product: NCc1cccc(-n2nc(C(F)(F)F)cc2-c2ccco2)n1. Reaction SMILES: [BH3:23].[CH2:24]1[O:25][CH2:26][CH2:27][CH2:28]1.[o:1]1[c:2](-[c:6]2[cH:7][c:8]([C:19]([F:20])([F:21])[F:22])[n:9][n:10]2-[c:11]2[cH:12][cH:13][cH:14][c:15]([C:17]#[N:18])[n:16]2)[cH:3][cH:4][cH:5]1>>[o:1]1[c:2](-[c:6]2[cH:7][c:8]([C:19]([F:20])([F:21])[F:22])[n:9][n:10]2-[c:11]2[cH:12][cH:13][cH:14][c:15]([CH2:17][NH2:18])[n:16]2)[cH:3][cH:4][cH:5]1. As a reaction SMILES: [N:1]([CH:4]([C:10]1[N:14]([C:15]2[CH:20]=[CH:19][C:18]([O:21][CH3:22])=[CH:17][CH:16]=2)[N:13]=[CH:12][CH:11]=1)[CH:5]([CH2:8][CH3:9])[CH2:6][CH3:7])=[N+]=[N-]>CO.[Pd]>[CH2:8]([CH:5]([CH2:6][CH3:7])[CH:4]([NH2:1])[C:10]1[N:14]([C:15]2[CH:16]=[CH:17][C:18]([O:21][CH3:22])=[CH:19][CH:20]=2)[N:13]=[CH:12][CH:11]=1)[CH3:9]. The reactants are N(=[N+]=[N-])C(C(CC)CC)C1=CC=NN1C1=CC=C(C=C1)OC (5-(1-azido-2-ethylbutyl)-1-(4-methoxyphenyl)-1H-pyrazole). Solvent: CO (methanol). Reported procedure: A mixture of 5% Pd/C (300 mg) and 5-(1-azido-2-ethylbutyl)-1-(4-methoxyphenyl)-1H-pyrazole (882 mg, 2.95 mmol) in methanol (30 mL) was shaken on a Parr apparatus under 3 atm of H2 for 18 h. The reaction was filtered through a plug of Celite, washed well with methanol and concentrated in vacuo to yield the amine in 97% yield as an oil. The yield is 97.0%. The reagents and catalysts are [Pd] (Pd/C). Conditions: time 18 hour. Yields the product C(C)C(C(C1=CC=NN1C1=CC=C(C=C1)OC)N)CC ({2-Ethyl-1-[1-(4-methoxyphenyl)-1H-pyrazol-5-yl]butyl}amine).